Dataset: the Open Reaction Database (ORD), a public repository of structured organic reaction records. Task: describe an organic reaction: reactants, conditions, products, and yield Starting materials: O=[N+]([O-])c1ccc2c(O)c(S(=O)(=O)c3ccc(F)c(F)c3)cnc2c1, [Na+], BrOBr, CN(C)C=O, [OH-], O, [P+5]. The product is O=[N+]([O-])c1ccc2c(Br)c(S(=O)(=O)c3ccc(F)c(F)c3)cnc2c1. As a reaction SMILES: [F:1][c:2]1[cH:3][c:4]([S:9](=[O:10])(=[O:11])[c:12]2[cH:13][n:14][c:15]3[cH:16][c:17]([N+:23](=[O:24])[O-:25])[cH:18][cH:19][c:20]3[c:21]2[OH:22])[cH:5][cH:6][c:7]1[F:8].[Na+:31].[O:26]([Br:27])[Br:28].[O:32]=[CH:33][N:34]([CH3:35])[CH3:36].[OH-:30].[OH2:37].[P+5:29]>>[F:1][c:2]1[cH:3][c:4]([S:9](=[O:10])(=[O:11])[c:12]2[cH:13][n:14][c:15]3[cH:16][c:17]([N+:23](=[O:24])[O-:25])[cH:18][cH:19][c:20]3[c:21]2[Br:27])[cH:5][cH:6][c:7]1[F:8].